Dataset: the Open Reaction Database (ORD), a public repository of structured organic reaction records. Task: describe an organic reaction: reactants, conditions, products, and yield Starting materials: CCCCCCCBr, Cc1cccc(C)c1NS(=O)(=O)CCn1ccnc1, CN(C)C=O, O. Product: [Br-], CCCCCCCn1cc[n+](CCS(=O)(=O)Nc2c(C)cccc2C)c1. As a reaction SMILES: [Br:1][CH2:2][CH2:3][CH2:4][CH2:5][CH2:6][CH2:7][CH3:8].[CH3:9][c:10]1[c:11]([NH:17][S:18](=[O:19])(=[O:20])[CH2:21][CH2:22][n:23]2[cH:24][n:25][cH:26][cH:27]2)[c:12]([CH3:16])[cH:13][cH:14][cH:15]1.[O:29]=[CH:30][N:31]([CH3:32])[CH3:33].[OH2:28]>>[Br-:1].[CH2:2]([CH2:3][CH2:4][CH2:5][CH2:6][CH2:7][CH3:8])[n:25]1[cH:24][n+:23]([CH2:22][CH2:21][S:18]([NH:17][c:11]2[c:10]([CH3:9])[cH:15][cH:14][cH:13][c:12]2[CH3:16])(=[O:19])=[O:20])[cH:27][cH:26]1. Reactants: ClC=1SC(=CC1)C(C)=O (2-Chloro-5-acetylthiophene), [N+](=O)(O)[O-] (nitric acid). Run at temperature -5 celsius, time 30 minute. Yields the product ClC1=C(C=C(S1)C(C)=O)[N+](=O)[O-] (1-(5-chloro-4-nitro-2-thienyl)ethanone). Yield: 45.0%. RXN SMILES: [Cl:1][C:2]1[S:3][C:4]([C:7](=[O:9])[CH3:8])=[CH:5][CH:6]=1.[N+:10]([O-])([OH:12])=[O:11]>>[Cl:1][C:2]1[S:3][C:4]([C:7](=[O:9])[CH3:8])=[CH:5][C:6]=1[N+:10]([O-:12])=[O:11]. Procedure details: 2-Chloro-5-acetylthiophene (80.3 g, 0.5 mol) was added in portions to fuming nitric acid (500 mL) cooled to −5° C. with an ice/methanol bath. On completion of addition the reaction was removed from the cold bath and stirred at ambient temperature for 30 minutes before the reaction mixture was poured into ice water (4 L). After stirring for 10 minutes the solid which formed was collected by filtration and washed with water (500 mL). The solid was then dissolved in dichloromethane (500 mL) the wat... The reactants are C(C(=O)C)P(OC(C)C)(OC(C)C)=O (diisopropyl acetonylphosphonate), N\C(=C/C(=O)OC)\C (methyl 3-aminocrotonate), [N+](=O)([O-])C=1C=C(C=O)C=CC1 (m-nitrobenzaldehyde), C(C)(=O)O.N1CCCCC1 (piperidine acetate). The solvent is C(C)(C)O (isopropanol). Product: CC=1NC(=C(C(C1C(=O)OC)C1=CC(=CC=C1)[N+](=O)[O-])P(=O)(OC(C)C)OC(C)C)C (methyl 2,6-dimethyl-4-(3-nitrophenyl)-5-diisopropoxyphosphinyl-1,4-dihydropyridine-3-carboxylate). Isolated yield 34.7%. RXN SMILES: [CH2:1]([P:5](=[O:14])([O:10][CH:11]([CH3:13])[CH3:12])[O:6][CH:7]([CH3:9])[CH3:8])[C:2]([CH3:4])=O.[NH2:15]/[C:16](/[CH3:22])=[CH:17]\[C:18]([O:20][CH3:21])=[O:19].[N+:23]([C:26]1[CH:27]=[C:28]([CH:31]=[CH:32][CH:33]=1)[CH:29]=O)([O-:25])=[O:24].C(O)(=O)C.N1CCCCC1>C(O)(C)C>[CH3:22][C:16]1[NH:15][C:2]([CH3:4])=[C:1]([P:5]([O:10][CH:11]([CH3:13])[CH3:12])([O:6][CH:7]([CH3:9])[CH3:8])=[O:14])[CH:29]([C:28]2[CH:31]=[CH:32][CH:33]=[C:26]([N+:23]([O-:25])=[O:24])[CH:27]=2)[C:17]=1[C:18]([O:20][CH3:21])=[O:19] |f:3.4|. Procedure details: A mixture of 2.44 grams of diisopropyl acetonylphosphonate, 1.15 grams of methyl 3-aminocrotonate, and 1.51 grams of m-nitrobenzaldehyde was dissolved in 10 ml of isopropanol, then 290 mg of piperidine acetate was added thereto, and the mixture was heated to reflux for sixteen hours with stirring. The reaction solution was concentrated in vacuo, to the residue was added ether, the resulting crystals were collected by filtration, washed with ether and then with water, dried, and recrystallized fr... The reactants are OC=1C=C(C=CC1)CCCN1C(C2=CC=CC=C2C1=O)=O (2-[3-(3-hydroxyphenyl)propyl]isoindole-1,3-dione), C(C1=CC=CC=C1)OCCOS(=O)(=O)C (methane sulfonic acid 2-benzyloxyethyl ester). The product is C(C1=CC=CC=C1)OCCOC=1C=C(C=CC1)CCCN1C(C2=CC=CC=C2C1=O)=O (2-(3-(3-(2-(benzyloxy)ethoxy)phenyl)propyl)isoindoline-1,3-dione). RXN SMILES: [OH:1][C:2]1[CH:3]=[C:4]([CH2:8][CH2:9][CH2:10][N:11]2[C:19](=[O:20])[C:18]3[C:13](=[CH:14][CH:15]=[CH:16][CH:17]=3)[C:12]2=[O:21])[CH:5]=[CH:6][CH:7]=1.[CH2:22]([O:29][CH2:30][CH2:31]OS(C)(=O)=O)[C:23]1[CH:28]=[CH:27][CH:26]=[CH:25][CH:24]=1>>[CH2:22]([O:29][CH2:30][CH2:31][O:1][C:2]1[CH:3]=[C:4]([CH2:8][CH2:9][CH2:10][N:11]2[C:19](=[O:20])[C:18]3[C:13](=[CH:14][CH:15]=[CH:16][CH:17]=3)[C:12]2=[O:21])[CH:5]=[CH:6][CH:7]=1)[C:23]1[CH:28]=[CH:27][CH:26]=[CH:25][CH:24]=1. Reported procedure: Alkylation reaction of phenol 58 with methane sulfonic acid 2-benzyloxyethyl ester gave 2-(3-(3-(2-(benzyloxy)ethoxy)phenyl)propyl)isoindoline-1,3-dione as yellow oil. Yield (0.580 g, 40%): 1H NMR (400 MHz, CDCl3) δ 7.81-7.83 (m, 2H), 7.68-7.70 (m, 2H), 7.32-7.39 (m, 5H), 7.12-7.16 (m, 1H), 6.76-6.79 (m, 2H), 6.69 (d, J=6.4 Hz, 1H), 4.64 (s, 2H), 4.13 (t, J=5.2 Hz, 2H), 3.82 (t, J=5.2 Hz, 2H), 3.74 (t, J=7.2 Hz, 2H), 2.65 (t, J=7.8 Hz, 2H), 2.0-2.06 (m, 2H). Starting materials: BrCc1ccc2ccccc2c1, O=C([O-])[O-], CCOC(C)=O, CC(C)(C(=O)O)C(F)(F)F, [K+], [K+], CN(C)C=O. The product is CC(C)(C(=O)OCc1ccc2ccccc2c1)C(F)(F)F. RXN SMILES: [Br:11][CH2:12][c:13]1[cH:14][c:15]2[cH:16][cH:17][cH:18][cH:19][c:20]2[cH:21][cH:22]1.[C:23](=[O:24])([O-:25])[O-:26].[CH3:34][CH2:35][O:36][C:37]([CH3:38])=[O:39].[F:1][C:2]([C:3]([C:4](=[O:5])[OH:6])([CH3:7])[CH3:8])([F:9])[F:10].[K+:27].[K+:28].[O:29]=[CH:30][N:31]([CH3:32])[CH3:33]>>[F:1][C:2]([C:3]([C:4](=[O:5])[O:6][CH2:12][c:13]1[cH:14][c:15]2[cH:16][cH:17][cH:18][cH:19][c:20]2[cH:21][cH:22]1)([CH3:7])[CH3:8])([F:9])[F:10]. Reactants: CC1(C)COC(CO)OC1, CS(C)=O, Cc1c(Cl)cc[n+]([O-])c1C, [H-], [Na+]. Yields the product Cc1c(OCC2OCC(C)(C)CO2)cc[n+]([O-])c1C. Reaction SMILES: [CH3:1][C:2]1([CH3:10])[CH2:3][O:4][CH:5]([CH2:8][OH:9])[O:6][CH2:7]1.[CH3:23][S:24]([CH3:25])=[O:26].[Cl:13][c:14]1[c:15]([CH3:22])[c:16]([CH3:21])[n+:17]([O-:20])[cH:18][cH:19]1.[H-:11].[Na+:12]>>[CH3:1][C:2]1([CH3:10])[CH2:3][O:4][CH:5]([CH2:8][O:9][c:14]2[c:15]([CH3:22])[c:16]([CH3:21])[n+:17]([O-:20])[cH:18][cH:19]2)[O:6][CH2:7]1. Starting materials: [I-] (iodide), C(C)OC(=O)N1CCN(CC1)C([C@H](CCC(=O)OC(C)(C)C)NC(=O)C1=NC(=NC(=C1)Cl)C1=CC=CC=C1)=O (4-{(S)-4-tert-butoxycarbonyl-2-[(6-chloro-2-phenyl-pyrimidine-4-carbonyl)-amino]-butyryl}-piperazine-1-carboxylic acid ethyl ester), [NH4+].[Cl-] (NH4Cl), C[Si](C)(C)C#C (trimethylsilylacetylene). Reagents/catalysts: [Pd](Cl)Cl.C1(=CC=CC=C1)P(C1=CC=CC=C1)C1=CC=CC=C1.C1(=CC=CC=C1)P(C1=CC=CC=C1)C1=CC=CC=C1 (bis-(triphenylphosphine) palladium(II)-dichloride). The solvent is CN(C)C=O (DMF), CCN(CC)CC (NEt3). Run at time 8 hour. Product: C(C)OC(=O)N1CCN(CC1)C([C@H](CCC(=O)OC(C)(C)C)NC(=O)C1=NC(=NC(=C1)C#C[Si](C)(C)C)C1=CC=CC=C1)=O (4-{(S)-4-tert-butoxycarbonyl-2-[(2-phenyl-6-trimethylsilanylethynyl-pyrimidine-4-carbonyl)-amino]-butyryl}-piperazine-1-carboxylic acid ethyl ester). RXN SMILES: [CH3:1][Si:2]([C:5]#[CH:6])([CH3:4])[CH3:3].[I-].[CH2:8]([O:10][C:11]([N:13]1[CH2:18][CH2:17][N:16]([C:19](=[O:46])[C@@H:20]([NH:30][C:31]([C:33]2[CH:38]=[C:37](Cl)[N:36]=[C:35]([C:40]3[CH:45]=[CH:44][CH:43]=[CH:42][CH:41]=3)[N:34]=2)=[O:32])[CH2:21][CH2:22][C:23]([O:25][C:26]([CH3:29])([CH3:28])[CH3:27])=[O:24])[CH2:15][CH2:14]1)=[O:12])[CH3:9].[NH4+].[Cl-]>CN(C=O)C.[Pd](Cl)Cl.C1(P(C2C=CC=CC=2)C2C=CC=CC=2)C=CC=CC=1.C1(P(C2C=CC=CC=2)C2C=CC=CC=2)C=CC=CC=1.CCN(CC)CC>[CH2:8]([O:10][C:11]([N:13]1[CH2:18][CH2:17][N:16]([C:19](=[O:46])[C@@H:20]([NH:30][C:31]([C:33]2[CH:38]=[C:37]([C:6]#[C:5][Si:2]([CH3:4])([CH3:3])[CH3:1])[N:36]=[C:35]([C:40]3[CH:41]=[CH:42][CH:43]=[CH:44][CH:45]=3)[N:34]=2)=[O:32])[CH2:21][CH2:22][C:23]([O:25][C:26]([CH3:29])([CH3:28])[CH3:27])=[O:24])[CH2:15][CH2:14]1)=[O:12])[CH3:9] |f:3.4,6.7.8|. Procedure details: NEt3 (0.249 ml) and trimethylsilylacetylene (0.254 ml) in DMF (4.5 ml) were syringed into a flask containing cupper iodide (8.9 mg), bis-(triphenylphosphine) palladium(II)-dichloride (22.5 mg) and 4-{(S)-4-tert-butoxycarbonyl-2-[(6-chloro-2-phenyl-pyrimidine-4-carbonyl)-amino]-butyryl}-piperazine-1-carboxylic acid ethyl ester (500 mg) under argon. The mixture was allowed to stir at RT overnight. A saturated NH4Cl solution was added and the resulting mixture was extracted with EA. The org. phases...